The task is: describe an organic reaction: reactants, conditions, products, and yield. This data is from the Open Reaction Database (ORD), a public repository of structured organic reaction records. The reactants are C(C)(=O)C1=CC(=C(NS(=O)(=O)C)C=C1)SC1=C(C=C(C=C1)F)F (4'-acetyl-2'-(2,4-difluorophenylthio)methanesulfonanilide), Cl.O(C)N (methoxylamine hydrochloride), N1=CC=CC=C1 (pyridine). Run in C(C)O (ethanol). Product: FC1=C(C=CC(=C1)F)SC1=C(NS(=O)(=O)C)C=CC(=C1)C(C)=NOC (2'-(2,4-difluorophenylthio)-4'-[1-(methoxyimino)ethyl]methanesulfonanilide). Isolated yield 82.3%. Reaction SMILES: [C:1]([C:4]1[CH:14]=[CH:13][C:7]([NH:8][S:9]([CH3:12])(=[O:11])=[O:10])=[C:6]([S:15][C:16]2[CH:21]=[CH:20][C:19]([F:22])=[CH:18][C:17]=2[F:23])[CH:5]=1)(=O)[CH3:2].Cl.[O:25]([NH2:27])[CH3:26].N1C=CC=CC=1>C(O)C>[F:23][C:17]1[CH:18]=[C:19]([F:22])[CH:20]=[CH:21][C:16]=1[S:15][C:6]1[CH:5]=[C:4]([C:1](=[N:27][O:25][CH3:26])[CH3:2])[CH:14]=[CH:13][C:7]=1[NH:8][S:9]([CH3:12])(=[O:11])=[O:10] |f:1.2|. Reported procedure: A mixture of 4'-acetyl-2'-(2,4-difluorophenylthio)methanesulfonanilide (0.9 g), methoxylamine hydrochloride (0.21 g) and pyridine (0.2 g) in ethanol (15 ml) was refluxed for 4 hours. The mixture was concentrated under reduced pressure, and the residue was triturated with water to give a powder. The powder was recrystallized from ethanol to give 2'-(2,4-difluorophenylthio)-4'-[1-(methoxyimino)ethyl]methanesulfonanilide (0.8 g). The reactants are ClC1=C(C=CC(=C1)[N+](=O)[O-])N1CC2=CC=CC=C2CC1 (2-(2-chloro-4-nitro-phenyl)-1,2,3,4-tetrahydro-isoquinoline), [Cl-].[NH4+] (ammonium chloride), CC(=O)C (acetone), ice, S(=O)(=O)([O-])[O-].[Na+].[Na+] (sodium sulfate). Reagents/catalysts: [Zn] (zinc). Solvent: CCOC(=O)C (EtOAc). The product is ClC1=C(C=CC(=C1)N)N1CC2=CC=CC=C2CC1 (2-(2-chloro-4-amino-phenyl)-1,2,3,4-tetrahydro-isoquinoline). The yield is 96.6%. Reaction SMILES: [Cl:1][C:2]1[CH:7]=[C:6]([N+:8]([O-])=O)[CH:5]=[CH:4][C:3]=1[N:11]1[CH2:20][CH2:19][C:18]2[C:13](=[CH:14][CH:15]=[CH:16][CH:17]=2)[CH2:12]1.[Cl-].[NH4+].CC(C)=O.S([O-])([O-])(=O)=O.[Na+].[Na+]>[Zn].CCOC(C)=O>[Cl:1][C:2]1[CH:7]=[C:6]([NH2:8])[CH:5]=[CH:4][C:3]=1[N:11]1[CH2:20][CH2:19][C:18]2[C:13](=[CH:14][CH:15]=[CH:16][CH:17]=2)[CH2:12]1 |f:1.2,4.5.6|. Reported procedure: A mixture of 2-(2-chloro-4-nitro-phenyl)-1,2,3,4-tetrahydro-isoquinoline (1.4 g, 4.8 mmol), saturated aqueous ammonium chloride (5 mL), and acetone (20 mL) was cooled in an ice bath. Solid zinc powder (3.2 g, 48 mmol) was added in portions over 10 min with stirring. The ice bath was allowed to expire and the mixture was stirred for 16 h. EtOAc (200 mL) was then added, followed by anhydrous sodium sulfate (20 g). The mixture was stirred for 15 min, then filtered through a pad of silica gel, eluti...